This data is from the Open Reaction Database (ORD), a public repository of structured organic reaction records. The task is: describe an organic reaction: reactants, conditions, products, and yield Starting materials: CCO, Cl, O=C(c1ccccc1)c1cc(F)cc(F)c1, NO. Yields the product ON=C(c1ccccc1)c1cc(F)cc(F)c1. RXN SMILES: [CH3:20][CH2:21][OH:22].[ClH:17].[F:1][c:2]1[cH:3][c:4]([C:5](=[O:6])[c:7]2[cH:8][cH:9][cH:10][cH:11][cH:12]2)[cH:13][c:14]([F:16])[cH:15]1.[NH2:18][OH:19]>>[F:1][c:2]1[cH:3][c:4]([C:5]([c:7]2[cH:8][cH:9][cH:10][cH:11][cH:12]2)=[N:18][OH:19])[cH:13][c:14]([F:16])[cH:15]1. The reactants are CC1=C(N=C(O1)C1=CC=CC=C1)CCO (2-(5-Methyl-2-phenyloxazol-4-yl)ethanol), CC1=C(C(=O)OC)C(=CC=C1)COC1=CC(=CC=C1)O (Methyl 2-methyl-6-[(3-hydroxy-phenoxy)-methyl]-benzoate). The product is CC1=C(C(=O)OC)C(=CC=C1)COC1=CC(=CC=C1)OCCC=1N=C(OC1C)C1=CC=CC=C1 (Methyl 2-methyl-6-{3-[2-(5-methyl-2-phenyloxazol-4-yl)ethoxy]phenoxymethyl}benzoate). Reaction SMILES: [CH3:1][C:2]1[O:6][C:5]([C:7]2[CH:12]=[CH:11][CH:10]=[CH:9][CH:8]=2)=[N:4][C:3]=1[CH2:13][CH2:14][OH:15].[CH3:16][C:17]1[CH:26]=[CH:25][CH:24]=[C:23]([CH2:27][O:28][C:29]2[CH:34]=[CH:33][CH:32]=[C:31](O)[CH:30]=2)[C:18]=1[C:19]([O:21][CH3:22])=[O:20]>>[CH3:16][C:17]1[CH:26]=[CH:25][CH:24]=[C:23]([CH2:27][O:28][C:29]2[CH:34]=[CH:33][CH:32]=[C:31]([O:15][CH2:14][CH2:13][C:3]3[N:4]=[C:5]([C:7]4[CH:12]=[CH:11][CH:10]=[CH:9][CH:8]=4)[O:6][C:2]=3[CH3:1])[CH:30]=2)[C:18]=1[C:19]([O:21][CH3:22])=[O:20]. Procedure: MS (ESI) 458 (M+H)+. Prepared from 2-(5-methyl-2-phenyloxazol-4-yl)ethanol (example 11a) and methyl 2-(3-hydroxyphenoxymethyl)-6-methylbenzoate (example 5). The reactants are C(=O)NC1=C(C=CC(=C1)SC1=CC=CC=C1)NC(=NC(=O)OC)NC(=O)OC (N-(2-formamido-4-phenylthiophenyl)-N',N"-bis(carbomethoxy)guanidine), OO (hydrogen peroxide). Run in C(C)(=O)OC(C)=O (acetic anhydride). Conditions: time 4 hour. The product is C(=O)NC1=C(C=CC(=C1)S(=O)C1=CC=CC=C1)NC(=NC(=O)OC)NC(=O)OC (N-(2-formamido-4-phenylsulfinylphenyl)-N',N"-bis(carbomethoxy)guanidine). RXN SMILES: [CH:1]([NH:3][C:4]1[CH:9]=[C:8]([S:10][C:11]2[CH:16]=[CH:15][CH:14]=[CH:13][CH:12]=2)[CH:7]=[CH:6][C:5]=1[NH:17][C:18]([NH:24][C:25]([O:27][CH3:28])=[O:26])=[N:19][C:20]([O:22][CH3:23])=[O:21])=[O:2].[OH:29]O>C(OC(=O)C)(=O)C>[CH:1]([NH:3][C:4]1[CH:9]=[C:8]([S:10]([C:11]2[CH:12]=[CH:13][CH:14]=[CH:15][CH:16]=2)=[O:29])[CH:7]=[CH:6][C:5]=1[NH:17][C:18]([NH:24][C:25]([O:27][CH3:28])=[O:26])=[N:19][C:20]([O:22][CH3:23])=[O:21])=[O:2]. Procedure details: 10.9 g of N-(2-formamido-4-phenylthiophenyl)-N',N"-bis(carbomethoxy)guanidine (Example 1) are dissolved in 200 ml of acetic anhydride. 25.8 ml of hydrogen peroxide (30% strength) are added and the mixture is stirred for 4 hours at 20° and is then concentrated in vacuo, and the residue is recrystallized from ethyl acetate to yield N-(2-formamido-4-phenylsulfinylphenyl)-N',N"-bis(carbomethoxy)guanidine (7.37 g), m.p. 168° C. (dec.). Starting materials: C1(=CC=CC=C1)P(C1=CC=CC=C1)C1=CC=CC=C1 (triphenylphosphine), C(Cl)Cl (CH2Cl2), C(C1=CC=CC=C1)OC(C(OC)OC)=O (dimethoxy-acetic acid benzyl ester). Reagents/catalysts: C(C)(=O)Cl (acetylchloride), II (iodine). Reaction conditions: temperature 65 celsius, time 24 hour. Yields the product [Cl-].C(C1=CC=CC=C1)OC(=O)C(OC)[P+](C1=CC=CC=C1)(C1=CC=CC=C1)C1=CC=CC=C1 ((benzyloxycarbonyl-methoxy-methyl)-triphenyl-phosphonium chloride). Isolated yield 62.0%. Reaction SMILES: [CH2:1]([O:8][C:9](=[O:15])[CH:10]([O:13][CH3:14])OC)[C:2]1[CH:7]=[CH:6][CH:5]=[CH:4][CH:3]=1.[C:16]1([P:22]([C:29]2[CH:34]=[CH:33][CH:32]=[CH:31][CH:30]=2)[C:23]2[CH:28]=[CH:27][CH:26]=[CH:25][CH:24]=2)[CH:21]=[CH:20][CH:19]=[CH:18][CH:17]=1.C(Cl)[Cl:36]>C(Cl)(=O)C.II>[Cl-:36].[CH2:1]([O:8][C:9]([CH:10]([P+:22]([C:23]1[CH:24]=[CH:25][CH:26]=[CH:27][CH:28]=1)([C:29]1[CH:34]=[CH:33][CH:32]=[CH:31][CH:30]=1)[C:16]1[CH:17]=[CH:18][CH:19]=[CH:20][CH:21]=1)[O:13][CH3:14])=[O:15])[C:2]1[CH:3]=[CH:4][CH:5]=[CH:6][CH:7]=1 |f:5.6|. Procedure: Methyl dimethoxyacetate (1.094 g, 8.15 mmol) and LiOH (420 mg, 10 mmol) were dissolved in 5 ml dioxane and 5 ml water at 0° C. and the reaction mixture stirred 30 minutes at 0° C. and 0.75 hours at r.t. It was then diluted with tBuOMe and washed with NaOH 1M/ice. The aqueous layer was acidified to pH 2 and extracted three times with AcOEt, the combined organic phases dried over Na2SO4 and evaporated to give the dimethoxy-acetic acid as a yellow oil (600 mg). Dimethoxy-acetic acid (8.86 g, 73.8 m... Starting materials: CC(C)CC(NC(=O)COc1cccc2ccccc12)C(=O)NC(C=O)CC(=NNC(N)=O)OC(C)(C)C, O=C(O)C(F)(F)F. Product: CC(C)CC(NC(=O)COc1cccc2ccccc12)C(=O)NC(C=O)CC(O)=NNC(N)=O. Reaction SMILES: [C:1]([CH3:2])([CH3:3])([CH3:4])[O:5][C:6]([CH2:7][CH:8]([CH:9]=[O:10])[NH:11][C:12]([CH:13]([NH:14][C:15]([CH2:16][O:17][c:18]1[cH:19][cH:20][cH:21][c:22]2[cH:23][cH:24][cH:25][cH:26][c:27]12)=[O:28])[CH2:29][CH:30]([CH3:31])[CH3:32])=[O:33])=[N:34][NH:35][C:36]([NH2:37])=[O:38].[OH:39][C:40]([C:41]([F:42])([F:43])[F:44])=[O:45]>>[OH:5][C:6]([CH2:7][CH:8]([CH:9]=[O:10])[NH:11][C:12]([CH:13]([NH:14][C:15]([CH2:16][O:17][c:18]1[cH:19][cH:20][cH:21][c:22]2[cH:23][cH:24][cH:25][cH:26][c:27]12)=[O:28])[CH2:29][CH:30]([CH3:31])[CH3:32])=[O:33])=[N:34][NH:35][C:36]([NH2:37])=[O:38].